Dataset: the Open Reaction Database (ORD), a public repository of structured organic reaction records. Task: describe an organic reaction: reactants, conditions, products, and yield The reactants are C1(=C(C(=C(C(=C1F)F)F)N)F)N.Cl.Cl (dihydrochloride), N1(CCOCC1)S(=O)(=O)C=1C=C(C=CC1)C1=CC=C2C=NC(=NN21)O (7-[3-(morpholine-4-sulfonyl)-phenyl]-pyrrolo[2,1-f][1,2,4]triazin-2-ol), NC=1C=CC2=C(NC(=N2)CO)C1 ((6-amino-1H-benzoimidazol-2-yl)-methanol). Product: N1(CCOCC1)S(=O)(=O)C=1C=C(C=CC1)C1=CC=C2C=NC(=NN21)NC=2C=CC1=C(NC(=N1)CO)C2 ((6-{7-[3-(Morpholine-4-sulfonyl)-phenyl]-pyrrolo[2,1-f][1,2,4]triazin-2-ylamino}-1H-benzoimidazol-2-yl)-methanol), solid. The yield is 21.0%. Reaction SMILES: [N:1]1([S:7]([C:10]2[CH:11]=[C:12]([C:16]3[N:24]4[C:19]([CH:20]=[N:21][C:22](O)=[N:23]4)=[CH:18][CH:17]=3)[CH:13]=[CH:14][CH:15]=2)(=[O:9])=[O:8])[CH2:6][CH2:5][O:4][CH2:3][CH2:2]1.[NH2:26][C:27]1[CH:28]=[CH:29][C:30]2[N:34]=[C:33]([CH2:35][OH:36])[NH:32][C:31]=2[CH:37]=1.C1(N)C(F)=C(F)C(F)=C(N)C=1F.Cl.Cl>>[N:1]1([S:7]([C:10]2[CH:11]=[C:12]([C:16]3[N:24]4[C:19]([CH:20]=[N:21][C:22]([NH:26][C:27]5[CH:28]=[CH:29][C:30]6[N:34]=[C:33]([CH2:35][OH:36])[NH:32][C:31]=6[CH:37]=5)=[N:23]4)=[CH:18][CH:17]=3)[CH:13]=[CH:14][CH:15]=2)(=[O:8])=[O:9])[CH2:2][CH2:3][O:4][CH2:5][CH2:6]1 |f:2.3.4|. Procedure: (6-{7-[3-(Morpholine-4-sulfonyl)-phenyl]-pyrrolo[2,1-f][1,2,4]triazin-2-ylamino}-1H-benzoimidazol-2-yl)-methanol was prepared from 7-[3-(morpholine-4-sulfonyl)-phenyl]-pyrrolo[2,1-f][1,2,4]triazin-2-ol and (6-amino-1H-benzoimidazol-2-yl)-methanol; dihydrochloride in an analogous manner to Example 1052a. Product isolated as a yellow solid (31 mg, 21%). m.p.=232-237° C.; LCMS (m/e) 506 (M+H); 1H-NMR (d6-DMSO, 400 MHz) δ 12.05 (bs, 1H), 9.40 (s, 1H), 9.03 (s, 1H), 8.72 (d, 1H, J=7.8 Hz), 8.28 (s, 1... The reactants are O=C(Oc1cc(Cl)c(O)c(Cl)c1)c1ccccc1, O=C([O-])[O-], CN(C)C=O, ClCc1ccccc1Cl, [K+], [K+], O. Product: O=C(Oc1cc(Cl)c(OCc2ccccc2Cl)c(Cl)c1)c1ccccc1. As a reaction SMILES: [C:1]([c:2]1[cH:3][cH:4][cH:5][cH:6][cH:7]1)(=[O:8])[O:9][c:10]1[cH:11][c:12]([Cl:18])[c:13]([OH:17])[c:14]([Cl:16])[cH:15]1.[C:28](=[O:29])([O-:30])[O-:31].[CH3:34][N:35]([CH3:36])[CH:37]=[O:38].[Cl:19][c:20]1[c:21]([CH2:22][Cl:23])[cH:24][cH:25][cH:26][cH:27]1.[K+:32].[K+:33].[OH2:39]>>[C:1]([c:2]1[cH:3][cH:4][cH:5][cH:6][cH:7]1)(=[O:8])[O:9][c:10]1[cH:11][c:12]([Cl:18])[c:13]([O:17][CH2:22][c:21]2[c:20]([Cl:19])[cH:27][cH:26][cH:25][cH:24]2)[c:14]([Cl:16])[cH:15]1. The reactants are C[O-], CO, Cc1nc(C#N)c(C#C[Si](C)(C)C)s1, [Na+]. Product: COC(Cc1sc(C)nc1C#N)OC. RXN SMILES: [CH3:15][O-:16].[CH3:18][OH:19].[CH3:1][c:2]1[s:3][c:4]([C:9]#[C:10][Si:11]([CH3:12])([CH3:13])[CH3:14])[c:5]([C:7]#[N:8])[n:6]1.[Na+:17]>>[CH3:1][c:2]1[s:3][c:4]([CH2:9][CH:10]([O:16][CH3:15])[O:19][CH3:18])[c:5]([C:7]#[N:8])[n:6]1. Reactants: CCO, Cl, [K+], CCOC(=O)c1ccc(NCCCCCCCCCCCOc2ccccc2)cc1, [OH-], O, O. Product: O=C(O)c1ccc(NCCCCCCCCCCCOc2ccccc2)cc1. As a reaction SMILES: [CH2:34]([OH:35])[CH3:36].[ClH:37].[K+:32].[O:1]([c:2]1[cH:3][cH:4][cH:5][cH:6][cH:7]1)[CH2:8][CH2:9][CH2:10][CH2:11][CH2:12][CH2:13][CH2:14][CH2:15][CH2:16][CH2:17][CH2:18][NH:19][c:20]1[cH:21][cH:22][c:23]([C:24](=[O:25])[O:26][CH2:27][CH3:28])[cH:29][cH:30]1.[OH-:31].[OH2:33].[OH2:38]>>[O:1]([c:2]1[cH:3][cH:4][cH:5][cH:6][cH:7]1)[CH2:8][CH2:9][CH2:10][CH2:11][CH2:12][CH2:13][CH2:14][CH2:15][CH2:16][CH2:17][CH2:18][NH:19][c:20]1[cH:21][cH:22][c:23]([C:24](=[O:25])[OH:26])[cH:29][cH:30]1.